describe an organic reaction: reactants, conditions, products, and yield From a dataset of the Open Reaction Database (ORD), a public repository of structured organic reaction records. Reactants: C(C1=CC=CC=C1)N1CC2(CCC2)C(C1)NC(OC(C)(C)C)=O ((+/−)-tert-butyl (6-benzyl-6-azaspiro[3.4]octan-8-yl)carbamate), C(C1=CC=CC=C1)N1CC2(CCC2)C(C1)NC(OC(C)(C)C)=O ((+/−)-tert-butyl (6-benzyl-6-azaspiro[3.4]octan-8-yl)carbamate), H-isobutylene. The reagents and catalysts are [Pd] (Pd/C). Solvent: C(C)O (ethanol). Yields the product C1CCC12CNCC2NC(OC(C)(C)C)=O ((+/−)-tert-Butyl 6-azaspiro[3.4]octan-8-ylcarbamate). Reaction SMILES: C([N:8]1[CH2:15][CH:14]([NH:16][C:17](=[O:23])[O:18][C:19]([CH3:22])([CH3:21])[CH3:20])[C:10]2([CH2:13][CH2:12][CH2:11]2)[CH2:9]1)C1C=CC=CC=1>C(O)C.[Pd]>[CH2:13]1[C:10]2([CH:14]([NH:16][C:17](=[O:23])[O:18][C:19]([CH3:21])([CH3:20])[CH3:22])[CH2:15][NH:8][CH2:9]2)[CH2:11][CH2:12]1. Reported procedure: A stirred solution of (+/−)-tert-butyl (6-benzyl-6-azaspiro[3.4]octan-8-yl)carbamate (Intermediate 13, 0.523 g, 1.653 mmol) in ethanol (31.2 mL) with Pd/C (10% b/w) (0.418 g, 3.14 mmol) was hydrogenated for 3 hrs 15 min @ 45 psi. +/−MS after 2 hrs 20 min indicated that the reaction was essentially complete (m/e 227.3, M+H for desired product), 171.1 (M+H-isobutylene); no starting material was detected. The catalyst was removed by filtration through a pad of Celite followed by filtration through ...